This data is from the Open Reaction Database (ORD), a public repository of structured organic reaction records. The task is: describe an organic reaction: reactants, conditions, products, and yield Reactants: C(C)(=O)N1C(C(C2=CC=C(C=C12)C(=O)OC)=C(C1=CC=CC=C1)OCC)=O (1-acetyl-3-(1-ethoxy-1-phenylmethylene)-6-methoxycarbonyl-2-indolinone), N1=CC=C(C=C1)CC1=CC=C(N)C=C1 (4-(pyridin-4-yl-methyl)-aniline). Yields the product N1=CC=C(C=C1)CC1=CC=C(N\C(\C2=CC=CC=C2)=C\2/C(NC3=CC(=CC=C23)C(=O)OC)=O)C=C1 (3-Z-[1-(4-(pyridin-4-yl-methyl)-anilino)-1-phenyl-methylene]-6-methoxycarbonyl-2-indolinone). Reaction SMILES: C([N:4]1[C:12]2[C:7](=[CH:8][CH:9]=[C:10]([C:13]([O:15][CH3:16])=[O:14])[CH:11]=2)[C:6](=[C:17](OCC)[C:18]2[CH:23]=[CH:22][CH:21]=[CH:20][CH:19]=2)[C:5]1=[O:27])(=O)C.[N:28]1[CH:33]=[CH:32][C:31]([CH2:34][C:35]2[CH:41]=[CH:40][C:38]([NH2:39])=[CH:37][CH:36]=2)=[CH:30][CH:29]=1>>[N:28]1[CH:33]=[CH:32][C:31]([CH2:34][C:35]2[CH:36]=[CH:37][C:38]([NH:39]/[C:17](=[C:6]3\[C:5](=[O:27])[NH:4][C:12]4[C:7]\3=[CH:8][CH:9]=[C:10]([C:13]([O:15][CH3:16])=[O:14])[CH:11]=4)/[C:18]3[CH:23]=[CH:22][CH:21]=[CH:20][CH:19]=3)=[CH:40][CH:41]=2)=[CH:30][CH:29]=1. Procedure: Prepared from 1-acetyl-3-(1-ethoxy-1-phenylmethylene)-6-methoxycarbonyl-2-indolinone and 4-(pyridin-4-yl-methyl)-aniline Rf value: 0.6 (silica gel, methylene chloride/methanol/ammonia=5:1:0.01) C29H23N3O3 Starting materials: CO, CCN(C(C)C)C(C)C, CCOC(=O)C(Cc1cccc(OC)n1)NC(=O)CN. Product: COc1cccc(CC2NC(=O)CNC2=O)n1. RXN SMILES: [CH3:30][OH:31].[CH:21]([N:22]([CH2:23][CH3:24])[CH:25]([CH3:26])[CH3:27])([CH3:28])[CH3:29].[NH2:1][CH2:2][C:3](=[O:4])[NH:5][CH:6]([CH2:7][c:8]1[n:9][c:10]([O:14][CH3:15])[cH:11][cH:12][cH:13]1)[C:16]([O:18][CH2:17][CH3:19])=[O:20]>>[NH:1]1[CH2:2][C:3](=[O:4])[NH:5][CH:6]([CH2:7][c:8]2[n:9][c:10]([O:14][CH3:15])[cH:11][cH:12][cH:13]2)[C:16]1=[O:18]. The reactants are COC(C(CCO)N1CCN(CCC1=O)C(\C=C\C1=CC(=C(C=C1)Cl)Cl)=O)=O ((rac)-2-{4-[(E)-3-(3,4-dichloro-phenyl)-acryloyl]-7-oxo-[1,4]diazepan-1-yl}-4-hydroxy-butyric acid methyl ester), intermediate 6, CNC (dimethylamine), ClC=1C=C(C=CC1Cl)/C=C/C(=O)N1CCN(C(CC1)=O)C1C(OCC1)=O (1-[(E)-3-(3,4-dichloro-phenyl)-acryloyl]-4-(2-oxo-tetrahydro-furan-3-yl)-[1,4]diazepan-5-one), ClC=1C=C(C=CC1Cl)/C=C/C(=O)N1CCN(C(CC1)=O)C1C(OCC1)=O (1-[(E)-3-(3,4-dichloro-phenyl)-acryloyl]-4-(2-oxo-tetrahydro-furan-3-yl)-[1,4]diazepan-5-one). Run in C1CCOC1 (THF). Run at temperature 50 celsius. Product: ClC=1C=C(C=CC1Cl)/C=C/C(=O)N1CCN(C(CC1)=O)C(C(=O)N(C)C)CCO ((rac)-2-{4-[(E)-3-(3,4-Dichloro-phenyl)-acryloyl]-7-oxo-[1,4]diazepan-1-yl}-4-hydroxy-N,N-dimethyl-butyramide). Isolated yield 96.0%. RXN SMILES: CO[C:3](=[O:28])[CH:4]([N:8]1[C:14](=[O:15])[CH2:13][CH2:12][N:11]([C:16](=[O:27])/[CH:17]=[CH:18]/[C:19]2[CH:24]=[CH:23][C:22]([Cl:25])=[C:21]([Cl:26])[CH:20]=2)[CH2:10][CH2:9]1)[CH2:5][CH2:6][OH:7].ClC1C=C(/C=C/[C:39]([N:41]2CCC(=O)N(C3CCOC3=O)C[CH2:42]2)=O)C=CC=1Cl.CNC>C1COCC1>[Cl:26][C:21]1[CH:20]=[C:19](/[CH:18]=[CH:17]/[C:16]([N:11]2[CH2:12][CH2:13][C:14](=[O:15])[N:8]([CH:4]([CH2:5][CH2:6][OH:7])[C:3]([N:41]([CH3:42])[CH3:39])=[O:28])[CH2:9][CH2:10]2)=[O:27])[CH:24]=[CH:23][C:22]=1[Cl:25]. Reported procedure: A solution of 0.081 g (0.19 mmol) of (rac)-2-{4-[(E)-3-(3,4-dichloro-phenyl)-acryloyl]-7-oxo-[1,4]diazepan-1-yl}-4-hydroxy-butyric acid methyl ester (with 50% of the lactone, 1-[(E)-3-(3,4-dichloro-phenyl)-acryloyl]-4-(2-oxo-tetrahydro-furan-3-yl)-[1,4]diazepan-5-one) (intermediate 6) was suspended in 1 ml of THF, treated with 0.34 ml (1.89 mmol, 33% in EtOH) of dimethylamine and heated at 50° C. for 16 h. Evaporation of the solvent and drying gave 0.08 g (96%) of the titled compound as light ye... Starting materials: O=C([O-])[O-], CN(C)C=O, COc1cc2c(Oc3cc(C)c(C)cc3C(C)=O)ccnc2cc1OCCCCl, [K+], [K+], O, c1c[nH]cn1. The product is COc1cc2c(Oc3cc(C)c(C)cc3C(C)=O)ccnc2cc1OCCCn1ccnc1. As a reaction SMILES: [C:35](=[O:36])([O-:37])[O-:38].[CH3:42][N:43]([CH3:44])[CH:45]=[O:46].[Cl:1][CH2:2][CH2:3][CH2:4][O:5][c:6]1[c:7]([O:28][CH3:29])[cH:8][c:9]2[c:10]([O:16][c:17]3[c:18]([C:25]([CH3:26])=[O:27])[cH:19][c:20]([CH3:24])[c:21]([CH3:23])[cH:22]3)[cH:11][cH:12][n:13][c:14]2[cH:15]1.[K+:39].[K+:40].[OH2:41].[nH:30]1[cH:31][n:32][cH:33][cH:34]1>>[CH2:2]([CH2:3][CH2:4][O:5][c:6]1[c:7]([O:28][CH3:29])[cH:8][c:9]2[c:10]([O:16][c:17]3[c:18]([C:25]([CH3:26])=[O:27])[cH:19][c:20]([CH3:24])[c:21]([CH3:23])[cH:22]3)[cH:11][cH:12][n:13][c:14]2[cH:15]1)[n:30]1[cH:31][n:32][cH:33][cH:34]1. Starting materials: O=C([O-])[O-], CC(CNS(C)(=O)=O)c1ccc(Br)cc1, Cc1ccccc1, CCOC(C)=O, [K+], [K+], OB(O)c1ccsc1. Product: CC(CNS(C)(=O)=O)c1ccc(-c2ccsc2)cc1. Reaction SMILES: [C:24](=[O:25])([O-:26])[O-:27].[CH3:1][S:2](=[O:3])(=[O:4])[NH:5][CH2:6][CH:7]([CH3:8])[c:9]1[cH:10][cH:11][c:12]([Br:15])[cH:13][cH:14]1.[CH3:30][c:31]1[cH:32][cH:33][cH:34][cH:35][cH:36]1.[CH3:37][CH2:38][O:39][C:40](=[O:41])[CH3:42].[K+:28].[K+:29].[s:16]1[cH:17][c:18]([B:21]([OH:22])[OH:23])[cH:19][cH:20]1>>[CH3:1][S:2](=[O:3])(=[O:4])[NH:5][CH2:6][CH:7]([CH3:8])[c:9]1[cH:10][cH:11][c:12](-[c:18]2[cH:17][s:16][cH:20][cH:19]2)[cH:13][cH:14]1. Starting materials: O=C([O-])[O-], OB(O)c1ccc(OCc2ccccc2)c(F)c1, Cn1c(NCc2ccccc2)ncc(Br)c1=O, [Cl-], [Li+], [Na+], [Na+], C1COCCO1, c1ccc(P(c2ccccc2)(c2ccccc2)[Pd](P(c2ccccc2)(c2ccccc2)c2ccccc2)(P(c2ccccc2)(c2ccccc2)c2ccccc2)P(c2ccccc2)(c2ccccc2)c2ccccc2)cc1. Product: Cn1c(NCc2ccccc2)ncc(-c2ccc(OCc3ccccc3)c(F)c2)c1=O. RXN SMILES: [C:44](=[O:45])([O-:46])[O-:47].[CH2:18]([c:19]1[cH:20][cH:21][cH:22][cH:23][cH:24]1)[O:25][c:26]1[c:27]([F:35])[cH:28][c:29]([B:32]([OH:33])[OH:34])[cH:30][cH:31]1.[CH2:1]([c:2]1[cH:3][cH:4][cH:5][cH:6][cH:7]1)[NH:8][c:9]1[n:10][cH:11][c:12]([Br:17])[c:13](=[O:16])[n:14]1[CH3:15].[Cl-:37].[Li+:36].[Na+:48].[Na+:49].[O:38]1[CH2:39][CH2:40][O:41][CH2:42][CH2:43]1.[cH:50]1[cH:51][cH:52][c:53]([P:54]([Pd:55]([P:56]([c:57]2[cH:58][cH:59][cH:60][cH:61][cH:62]2)([c:63]2[cH:64][cH:65][cH:66][cH:67][cH:68]2)[c:69]2[cH:70][cH:71][cH:72][cH:73][cH:74]2)([P:75]([c:76]2[cH:77][cH:78][cH:79][cH:80][cH:81]2)([c:82]2[cH:83][cH:84][cH:85][cH:86][cH:87]2)[c:88]2[cH:89][cH:90][cH:91][cH:92][cH:93]2)[P:94]([c:95]2[cH:96][cH:97][cH:98][cH:99][cH:100]2)([c:101]2[cH:102][cH:103][cH:104][cH:105][cH:106]2)[c:107]2[cH:108][cH:109][cH:110][cH:111][cH:112]2)([c:113]2[cH:114][cH:115][cH:116][cH:117][cH:118]2)[c:119]2[cH:120][cH:121][cH:122][cH:123][cH:124]2)[cH:125][cH:126]1>>[CH2:1]([c:2]1[cH:3][cH:4][cH:5][cH:6][cH:7]1)[NH:8][c:9]1[n:10][cH:11][c:12](-[c:29]2[cH:28][c:27]([F:35])[c:26]([O:25][CH2:18][c:19]3[cH:20][cH:21][cH:22][cH:23][cH:24]3)[cH:31][cH:30]2)[c:13](=[O:16])[n:14]1[CH3:15]. The reactants are Brc1cnc2[nH]ccc2c1, CO, O=Cc1c(Cl)ccc(OCC(F)(F)F)c1F, [K+], [OH-], O. The product is OC(c1c(Cl)ccc(OCC(F)(F)F)c1F)c1c[nH]c2ncc(Br)cc12. As a reaction SMILES: [Br:1][c:2]1[cH:3][c:4]2[cH:5][cH:6][nH:7][c:8]2[n:9][cH:10]1.[CH3:30][OH:31].[Cl:11][c:12]1[cH:13][cH:14][c:15]([O:21][CH2:22][C:23]([F:24])([F:25])[F:26])[c:16]([F:20])[c:17]1[CH:18]=[O:19].[K+:28].[OH-:27].[OH2:29]>>[Br:1][c:2]1[cH:3][c:4]2[c:5]([CH:18]([c:17]3[c:12]([Cl:11])[cH:13][cH:14][c:15]([O:21][CH2:22][C:23]([F:24])([F:25])[F:26])[c:16]3[F:20])[OH:19])[cH:6][nH:7][c:8]2[n:9][cH:10]1. Reactants: O (water), OC=1C=C(C=O)C=CC1O (3,4-Dihydroxybenzaldehyde), C(#N)CC(=O)OC(C)(C)C (tert-butyl cyanoacetate), N1CCCCC1 (piperidine). Run in C(C)O (ethanol). The product is C(#N)C(C(=O)OC(C)(C)C)=CC1=CC(=C(C=C1)O)O (tert-butyl α-cyano-3,4-dihydroxycinnamate). Isolated yield 63.8%. As a reaction SMILES: [OH:1][C:2]1[CH:3]=[C:4]([CH:7]=[CH:8][C:9]=1[OH:10])[CH:5]=O.[C:11]([CH2:13][C:14]([O:16][C:17]([CH3:20])([CH3:19])[CH3:18])=[O:15])#[N:12].N1CCCCC1.O>C(O)C>[C:11]([C:13](=[CH:5][C:4]1[CH:7]=[CH:8][C:9]([OH:10])=[C:2]([OH:1])[CH:3]=1)[C:14]([O:16][C:17]([CH3:20])([CH3:19])[CH3:18])=[O:15])#[N:12]. Procedure: 2 g (15 mmol) 3,4-Dihydroxybenzaldehyde, 3 g (21 mmol) of tert-butyl cyanoacetate and 0.5 ml of piperidine in 50 ml ethanol were heated to reflux for 1 hour, poured into water, filtered, washed and dried to yield 2.5 g (yield 66%) of tert-butyl α-cyano-3,4-dihydroxycinnamate as a yellow solid.